From a dataset of the Open Reaction Database (ORD), a public repository of structured organic reaction records. describe an organic reaction: reactants, conditions, products, and yield Reactants: CC(C)([O-])C.[K+] (potassium tert-butoxide), solution, C(C)(=O)C=1C=CC(=NC1)N(CCC1=CC=C(OC(C(=O)OCC)(C)C)C=C1)CC1=CC=C(C=C1)C(F)(F)F (ethyl 2-[4-(2-{(5-acetylpyridin-2-yl)[4-(trifluoromethyl)benzyl]amino}ethyl)phenoxy]-2-methylpropanoate). Reagents/catalysts: [Br-].C[P+](C1=CC=CC=C1)(C1=CC=CC=C1)C1=CC=CC=C1 (methyltriphenylphosphonium bromide). Run in C1CCOC1 (THF), C(C)(C)(C)O (tert-butanol). Run at time 10 minute. The product is C(=C)(C)C=1C=CC(=NC1)N(CCC1=CC=C(OC(C(=O)OCC)(C)C)C=C1)CC1=CC=C(C=C1)C(F)(F)F (ethyl 2-[4-(2-{(5-isopropenylpyridin-2-yl)[4-(trifluoromethyl)benzyl]amino}ethyl)phenoxy]-2-methylpropanoate). Yield: 30.0%. Reaction SMILES: [CH3:1]C(C)([O-])C.[K+].[C:7]([C:10]1[CH:11]=[CH:12][C:13]([N:16]([CH2:34][C:35]2[CH:40]=[CH:39][C:38]([C:41]([F:44])([F:43])[F:42])=[CH:37][CH:36]=2)[CH2:17][CH2:18][C:19]2[CH:33]=[CH:32][C:22]([O:23][C:24]([CH3:31])([CH3:30])[C:25]([O:27][CH2:28][CH3:29])=[O:26])=[CH:21][CH:20]=2)=[N:14][CH:15]=1)(=O)[CH3:8]>[Br-].C[P+](C1C=CC=CC=1)(C1C=CC=CC=1)C1C=CC=CC=1.C1COCC1.C(O)(C)(C)C>[C:7]([C:10]1[CH:11]=[CH:12][C:13]([N:16]([CH2:34][C:35]2[CH:40]=[CH:39][C:38]([C:41]([F:42])([F:44])[F:43])=[CH:37][CH:36]=2)[CH2:17][CH2:18][C:19]2[CH:20]=[CH:21][C:22]([O:23][C:24]([CH3:31])([CH3:30])[C:25]([O:27][CH2:28][CH3:29])=[O:26])=[CH:32][CH:33]=2)=[N:14][CH:15]=1)([CH3:1])=[CH2:8] |f:0.1,3.4|. Reported procedure: A solution of methyltriphenylphosphonium bromide (101 mg; 0.28 mmol) in 0.76 ml of THF was treated under nitrogen with potassium tert-butoxide (0.28 ml of a 1M solution in tert-butanol). After 10 minutes, ethyl 2-[4-(2-{(5-acetylpyridin-2-yl)[4-(trifluoromethyl)benzyl]amino}ethyl)phenoxy]-2-methylpropanoate (100 mg; 0.19 mmol) was added. After 2 hours the reaction mixture was concentrated and the residue was partitioned between ethyl acetate and water. The organic phase was dried over sodium sul... Reactants: C(C)(C)(C)OC(=O)NCC(=O)N1CCC(CC1)(C(=O)OC)CO (methyl 1-(2-(tert-butoxycarbonylamino)acetyl)-4-(hydroxymethyl)piperidine-4-carboxylate), [Li+].[OH-] (LiOH), Cl (HCl). Solvent: C1CCOC1 (THF), CO (CH3OH). Conditions: temperature 60 celsius, time 1 hour. Product: C(C)(C)(C)OC(=O)NCC(=O)N1CCC(CC1)(C(=O)O)CO (1-(2-(tert-butoxycarbonylamino)acetyl)-4-(hydroxymethyl)piperidine-4-carboxylic acid). The yield is 125.4%. Reaction SMILES: [C:1]([O:5][C:6]([NH:8][CH2:9][C:10]([N:12]1[CH2:17][CH2:16][C:15]([CH2:22][OH:23])([C:18]([O:20]C)=[O:19])[CH2:14][CH2:13]1)=[O:11])=[O:7])([CH3:4])([CH3:3])[CH3:2].[Li+].[OH-].Cl>C1COCC1.CO>[C:1]([O:5][C:6]([NH:8][CH2:9][C:10]([N:12]1[CH2:13][CH2:14][C:15]([CH2:22][OH:23])([C:18]([OH:20])=[O:19])[CH2:16][CH2:17]1)=[O:11])=[O:7])([CH3:4])([CH3:3])[CH3:2] |f:1.2|. Procedure details: To a solution of methyl 1-(2-(tert-butoxycarbonylamino)acetyl)-4-(hydroxymethyl)piperidine-4-carboxylate (2.5 g, 7.56 mmol, 1.0 equiv.) in THF (10 mL) and CH3OH (10 mL) was added aqueous LiOH (2N, 7.56 mL, 15.13 mmol, 2.0 equiv.). The reaction mixture was stirred at 60° C. for 1 h. The reaction mixture was neutralized with HCl (1 N) and was concentrated to dryness to give 1-(2-(tert-butoxycarbonylamino)acetyl)-4-(hydroxymethyl)piperidine-4-carboxylic acid (3.0 g), which was used without further ... The reactants are CC(C)(F)COc1cnc2c(c1)C1(COC(N)=N1)c1cc(Br)ccc1O2, CCOC(C)=O, CC(C)NC(C)C, C#CC1CC1, I[Cu]I, [Cu]I, CN(C)C=O, O, c1ccc(P(c2ccccc2)(c2ccccc2)[Pd](P(c2ccccc2)(c2ccccc2)c2ccccc2)(P(c2ccccc2)(c2ccccc2)c2ccccc2)P(c2ccccc2)(c2ccccc2)c2ccccc2)cc1. Yields the product CC(C)(F)COc1cnc2c(c1)C1(COC(N)=N1)c1cc(C#CC3CC3)ccc1O2. As a reaction SMILES: [Br:1][c:2]1[cH:3][c:4]2[c:19]([cH:20][cH:21]1)[O:18][c:7]1[c:6]([cH:11][c:10]([O:12][CH2:13][C:14]([CH3:15])([CH3:16])[F:17])[cH:9][n:8]1)[C:5]21[N:22]=[C:23]([NH2:26])[O:24][CH2:25]1.[CH3:127][CH2:128][O:129][C:130](=[O:131])[CH3:132].[CH:32]([NH:33][CH:34]([CH3:35])[CH3:36])([CH3:37])[CH3:38].[CH:39]1([C:42]#[CH:43])[CH2:40][CH2:41]1.[Cu:124]([I:125])[I:126].[Cu:45][I:46].[O:27]=[CH:28][N:29]([CH3:30])[CH3:31].[OH2:44].[cH:47]1[cH:48][cH:49][c:50]([P:51]([Pd:52]([P:53]([c:54]2[cH:55][cH:56][cH:57][cH:58][cH:59]2)([c:60]2[cH:61][cH:62][cH:63][cH:64][cH:65]2)[c:66]2[cH:67][cH:68][cH:69][cH:70][cH:71]2)([P:72]([c:73]2[cH:74][cH:75][cH:76][cH:77][cH:78]2)([c:79]2[cH:80][cH:81][cH:82][cH:83][cH:84]2)[c:85]2[cH:86][cH:87][cH:88][cH:89][cH:90]2)[P:91]([c:92]2[cH:93][cH:94][cH:95][cH:96][cH:97]2)([c:98]2[cH:99][cH:100][cH:101][cH:102][cH:103]2)[c:104]2[cH:105][cH:106][cH:107][cH:108][cH:109]2)([c:110]2[cH:111][cH:112][cH:113][cH:114][cH:115]2)[c:116]2[cH:117][cH:118][cH:119][cH:120][cH:121]2)[cH:122][cH:123]1>>[c:2]1([C:43]#[C:42][CH:39]2[CH2:40][CH2:41]2)[cH:3][c:4]2[c:19]([cH:20][cH:21]1)[O:18][c:7]1[c:6]([cH:11][c:10]([O:12][CH2:13][C:14]([CH3:15])([CH3:16])[F:17])[cH:9][n:8]1)[C:5]21[N:22]=[C:23]([NH2:26])[O:24][CH2:25]1. Reactants: C1CCOC1, O=[N+]([O-])c1ccc(F)cc1, [H-], [Na+], O, OCCn1ccnc1. The product is O=[N+]([O-])c1ccc(OCCn2ccnc2)cc1. RXN SMILES: [CH2:22]1[O:23][CH2:24][CH2:25][CH2:26]1.[F:11][c:12]1[cH:13][cH:14][c:15]([N+:18](=[O:19])[O-:20])[cH:16][cH:17]1.[H-:9].[Na+:10].[OH2:21].[OH:1][CH2:2][CH2:3][n:4]1[cH:5][n:6][cH:7][cH:8]1>>[O:1]([CH2:2][CH2:3][n:4]1[cH:5][n:6][cH:7][cH:8]1)[c:12]1[cH:13][cH:14][c:15]([N+:18](=[O:19])[O-:20])[cH:16][cH:17]1.